This data is from the Open Reaction Database (ORD), a public repository of structured organic reaction records. The task is: describe an organic reaction: reactants, conditions, products, and yield Reactants: CC1(OC2=C([C@@H]3[C@H]1O3)C=C(C=C2)C#N)C ((1aR-cis)-1a,7b-dihydro-2,2-dimethyl-2H-oxireno-[c][1]benzopyran-6-carbonitrile), C(#N)C=1C=CC2=C([C@@H]([C@H](C(O2)(C)C)O)N(C2=CC=CC=C2)CC(=O)OCC)C1 ((3R-trans)-[(6-Cyano-3,4-dihydro-3-hydroxy-2,2-dimethyl-2H-1-benzopyran-4-yl)phenylamino]acetic acid, ethyl ester), NC=1SC=C(N1)C (2-amino-4-methyl-thiazole). Yields the product O[C@H]1C(OC2=C([C@@H]1NC=1SC=C(N1)C)C=C(C=C2)C#N)(C)C ((3R-trans)-3,4-Dihydro-3-hydroxy-2,2-dimethyl-4-[(4-methyl-2-thiazolyl)amino]-2H-1-benzopyran-6-carbonitrile), solid. Isolated yield 58.0%. Reaction SMILES: [CH3:1][C:2]1([CH3:15])[C@@H:7]2[O:8][C@@H:6]2[C:5]2[CH:9]=[C:10]([C:13]#[N:14])[CH:11]=[CH:12][C:4]=2[O:3]1.C(C1C=CC2OC(C)(C)[C@H](O)[C@@H](N(CC(OCC)=O)C3C=CC=CC=3)C=2C=1)#N.[NH2:44][C:45]1[S:46][CH:47]=[C:48]([CH3:50])[N:49]=1>>[OH:8][C@@H:7]1[C@@H:6]([NH:44][C:45]2[S:46][CH:47]=[C:48]([CH3:50])[N:49]=2)[C:5]2[CH:9]=[C:10]([C:13]#[N:14])[CH:11]=[CH:12][C:4]=2[O:3][C:2]1([CH3:15])[CH3:1]. Procedure: The title compound was prepared from (1aR-cis)-1a,7b-dihydro-2,2-dimethyl-2H-oxireno-[c][1]benzopyran-6-carbonitrile (the title A compound of Example 3) and 2-amino-4-methyl-thiazole by the procedure described for the title compound of Example 1. The residue was purified by a flash column to give a colorless solid (730 mg, 58%). The reactants are N1=C(C=CC=C1)NN (2-pyridylhydrazine), C(C)OC(CC(=O)C)=O (ethylacetoacetate). Product: CC=1CC(N(N1)C1=NC=CC=C1)=O (2,4-dihydro-5-methyl-2-(2-pyridyl)-3H-pyrazol-3-one). As a reaction SMILES: [N:1]1[CH:6]=[CH:5][CH:4]=[CH:3][C:2]=1[NH:7][NH2:8].C([O:11][C:12](=O)[CH2:13][C:14]([CH3:16])=O)C>>[CH3:16][C:14]1[CH2:13][C:12](=[O:11])[N:7]([C:2]2[CH:3]=[CH:4][CH:5]=[CH:6][N:1]=2)[N:8]=1. Procedure details: From the reaction of 2-pyridylhydrazine and ethylacetoacetate, 2,4-dihydro-5-methyl-2-(2-pyridyl)-3H-pyrazol-3-one is obtained. Subsequent reaction with 2-ethylaniline yields 4-(2-ethylanilinomethylene)-2,4-dihydro-5-methyl-2-(2-pyridyl)-3H-pyrazol-3-one, Mp 182.9° C.